This data is from the Open Reaction Database (ORD), a public repository of structured organic reaction records. The task is: describe an organic reaction: reactants, conditions, products, and yield The reactants are C(#N)CC(=O)O (cyanoacetic acid), P(Cl)(Cl)(Cl)(Cl)Cl (PCl5), COC1=C(CNC2=C(C=C(C=C2)OC)C(=O)C2=CC(=CC=C2)F)C=CC(=C1)OC ({2-[(2,4-dimethoxybenzyl)amino]-5-methoxyphenyl}(3-fluorophenyl)methanone). Run in ClCCl (dichloromethane), ClCCl (dichloromethane). The product is C(#N)CC(=O)N(C1=C(C=C(C=C1)OC)C(C1=CC(=CC=C1)F)=O)CC1=C(C=C(C=C1)OC)OC (2-Cyano-N-(2,4-dimethoxybenzyl)-N-[2-(3-fluorobenzoyl)-4-methoxyphenyl]acetamide), foam. The yield is 99.0%. As a reaction SMILES: [C:1]([CH2:3][C:4](O)=[O:5])#[N:2].P(Cl)(Cl)(Cl)(Cl)Cl.[CH3:13][O:14][C:15]1[CH:39]=[C:38]([O:40][CH3:41])[CH:37]=[CH:36][C:16]=1[CH2:17][NH:18][C:19]1[CH:24]=[CH:23][C:22]([O:25][CH3:26])=[CH:21][C:20]=1[C:27]([C:29]1[CH:34]=[CH:33][CH:32]=[C:31]([F:35])[CH:30]=1)=[O:28]>ClCCl>[C:1]([CH2:3][C:4]([N:18]([CH2:17][C:16]1[CH:36]=[CH:37][C:38]([O:40][CH3:41])=[CH:39][C:15]=1[O:14][CH3:13])[C:19]1[CH:24]=[CH:23][C:22]([O:25][CH3:26])=[CH:21][C:20]=1[C:27](=[O:28])[C:29]1[CH:34]=[CH:33][CH:32]=[C:31]([F:35])[CH:30]=1)=[O:5])#[N:2]. Procedure details: To a solution of cyanoacetic acid (43.0 mg, 0.511 mmol) in 1 mL of dichloromethane at room temperature was added PCl5 (106 mg, 0.511 mmol). The mixture was heated to reflux for 10 minutes. A solution of {2-[(2,4-dimethoxybenzyl)amino]-5-methoxyphenyl}(3-fluorophenyl)methanone (101 mg, 0.255 mmol) in 1 mL dichloromethane was added, and the reaction was refluxed for an additional 1.5 hours. The reaction was partitioned between EtOAc and saturated NaHCO3 solution, and the organic layer was washed w... Starting materials: CCOC(C)=O, O=[N+]([O-])c1cccnc1Cl, Cl, [F-], [K+], CN(C)C=O, O, Oc1ccc2c(c1)CCC(c1ccccc1)O2. Product: O=[N+]([O-])c1cccnc1Oc1ccc2c(c1)CCC(c1ccccc1)O2. As a reaction SMILES: [CH3:37][CH2:38][O:39][C:40]([CH3:41])=[O:42].[Cl:20][c:21]1[n:22][cH:23][cH:24][cH:25][c:26]1[N+:27](=[O:28])[O-:29].[ClH:30].[F-:18].[K+:19].[O:31]=[CH:32][N:33]([CH3:34])[CH3:35].[OH2:36].[OH:1][c:2]1[cH:3][c:4]2[c:9]([cH:10][cH:11]1)[O:8][CH:7]([c:12]1[cH:13][cH:14][cH:15][cH:16][cH:17]1)[CH2:6][CH2:5]2>>[O:1]([c:2]1[cH:3][c:4]2[c:9]([cH:10][cH:11]1)[O:8][CH:7]([c:12]1[cH:13][cH:14][cH:15][cH:16][cH:17]1)[CH2:6][CH2:5]2)[c:21]1[n:22][cH:23][cH:24][cH:25][c:26]1[N+:27](=[O:28])[O-:29]. The reactants are NN1C(=NN=C1C1=CC(=C(C(=C1)OC)OC)OC)S (4-amino-3-mercapto-5-(3,4,5-trimethoxyphenyl)-4H-1,2,4-triazole), N1=CNC2=C1C=CC(=C2)C(=O)O (3H-benzo[d]imidazole-5-carboxylic acid). Run in P(=O)(Cl)(Cl)Cl (phosphoryl chloride). Yields the product N1C=NC2=C1C=C(C=C2)C2=NN1C(S2)=NN=C1C1=CC(=C(C(=C1)OC)OC)OC (6-(1H-Benzo[d]imidazol-6-yl)-3-(3,4,5-trimethoxyphenyl)-[1,2,4]triazolo[3,4-b][1,3,4]thiadiazole). Isolated yield 17.5%. As a reaction SMILES: [NH2:1][N:2]1[C:6]([C:7]2[CH:12]=[C:11]([O:13][CH3:14])[C:10]([O:15][CH3:16])=[C:9]([O:17][CH3:18])[CH:8]=2)=[N:5][N:4]=[C:3]1[SH:19].[N:20]1[C:24]2[CH:25]=[CH:26][C:27]([C:29](O)=O)=[CH:28][C:23]=2[NH:22][CH:21]=1>P(Cl)(Cl)(Cl)=O>[NH:22]1[C:23]2[CH:28]=[C:27]([C:29]3[S:19][C:3]4=[N:4][N:5]=[C:6]([C:7]5[CH:8]=[C:9]([O:17][CH3:18])[C:10]([O:15][CH3:16])=[C:11]([O:13][CH3:14])[CH:12]=5)[N:2]4[N:1]=3)[CH:26]=[CH:25][C:24]=2[N:20]=[CH:21]1. Reported procedure: A mixture of 4-amino-3-mercapto-5-(3,4,5-trimethoxyphenyl)-4H-1,2,4-triazole (80 mg, 0.28 mmol) and 3H-benzo[d]imidazole-5-carboxylic acid (46 mg, 0.28 mmol) in phosphoryl chloride (2 mL) was refluxed for 3 h. The solvent was evaporated and the residue was dissolved in dichloromethane (20 mL). It was neutralized with aqueous sodium carbonate. The organic layer was dried over sodium sulfate, concentrated to give 20 mg (17%) of the title compound as a solid. 1H NMR (CD3OD): 8.55 (s, 1H), 8.35 (s, ... Starting materials: C(C)(=O)O (acetic acid), C(C)OC(=O)CCC(=O)C=1C=NC2=C(C=CC=C2C1NC1=C(C=CC=C1)C)OC (3-(3-ethoxycarbonylpropionyl)-8-methoxy-4-(2-methylphenylamino)-quinoline), [BH4-].[Na+] (sodium borohydride), C(C)OC(=O)CCC(=O)C=1C=NC2=C(C=CC=C2C1NC1=C(C=CC=C1)C)OC (3-(3-ethoxycarbonylpropionyl)-8-methoxy-4-(2-methylphenylamino)quinoline), [BH4-].[Na+] (sodium borohydride), hemihydrate. Solvent: CO (methanol). Conditions: temperature 5 celsius, time 45 minute. Yields the product C(C)OC(=O)CCC(O)C=1C=NC2=C(C=CC=C2C1NC1=C(C=CC=C1)C)OC (3-(3-ethoxycarbonyl-1-hydroxypropyl)-8-methoxy-4-(2-methyl-phenylamino)quinoline). As a reaction SMILES: [CH2:1]([O:3][C:4]([CH2:6][CH2:7][C:8]([C:10]1[CH:11]=[N:12][C:13]2[C:18]([C:19]=1[NH:20][C:21]1[CH:26]=[CH:25][CH:24]=[CH:23][C:22]=1[CH3:27])=[CH:17][CH:16]=[CH:15][C:14]=2[O:28][CH3:29])=[O:9])=[O:5])[CH3:2].[BH4-].[Na+].C(O)(=O)C>CO>[CH2:1]([O:3][C:4]([CH2:6][CH2:7][CH:8]([C:10]1[CH:11]=[N:12][C:13]2[C:18]([C:19]=1[NH:20][C:21]1[CH:26]=[CH:25][CH:24]=[CH:23][C:22]=1[CH3:27])=[CH:17][CH:16]=[CH:15][C:14]=2[O:28][CH3:29])[OH:9])=[O:5])[CH3:2] |f:1.2|. Procedure details: A well-stirred suspension consisting of 3.59 g (0.00915 mole) of 3-(3-ethoxycarbonylpropionyl)-8-methoxy-4-(2-methylphenylamino)-quinoline (the product of Example 1) in 200 mL of methanol was cooled to 5° C. and 173 mg. (0.0045 mole) of sodium borohydride (available from the Aldrich Chemical Company, Inc. of Milwaukee, Wis.) was immediately thereafter slowly added in small-divided portions, followed by continued stirring of the reaction mixture at 5° C. for a period of 45 minutes. At this point,... Starting materials: CI, CO, CS(C)=O, Cc1cc(C)c(C)c(O)c1C, [H-], [Na+], O. Yields the product COc1c(C)c(C)cc(C)c1C. Reaction SMILES: [CH3:12][I:13].[CH3:16][OH:17].[CH3:18][S:19]([CH3:20])=[O:21].[CH3:1][c:2]1[c:3]([OH:11])[c:4]([CH3:10])[c:5]([CH3:9])[cH:6][c:7]1[CH3:8].[H-:14].[Na+:15].[OH2:22]>>[CH3:1][c:2]1[c:3]([O:11][CH3:12])[c:4]([CH3:10])[c:5]([CH3:9])[cH:6][c:7]1[CH3:8]. Starting materials: O(C1=CC=CC=C1)CCCl (2-phenoxyethyl chloride), C(CC)N (n-propyl amine). The solvent is C(C)O.O (ethanol water). Product: C(CC)NCCOC1=CC=CC=C1 (N-n-propyl-N-2-phenoxy-ethyl amine). Reaction SMILES: [O:1]([CH2:8][CH2:9]Cl)[C:2]1[CH:7]=[CH:6][CH:5]=[CH:4][CH:3]=1.[CH2:11]([NH2:14])[CH2:12][CH3:13]>C(O)C.O>[CH2:11]([NH:14][CH2:9][CH2:8][O:1][C:2]1[CH:7]=[CH:6][CH:5]=[CH:4][CH:3]=1)[CH2:12][CH3:13] |f:2.3|. Procedure details: the 2-phenoxyethyl chloride is reacted with n-propyl amine in the presence of an ethanol-water solvent at a temperature of from 100° C. to 110° C. to form N-n-propyl-N-2-phenoxy-ethyl amine; The reactants are OCC1=CC(=C(C(=C1C=1C(=CC2=C(OCO2)C1)CO)OC)OC)OC ((6-(6-(hydroxymethyl)-2,3,4-trimethoxyphenyl)benzo[d][1,3]dioxol-5-yl)methanol), O (Water), C(C)(=O)OCC (ethyl acetate). Solvent: C1CCOC1 (THF), Cl (HCl), Cl (hydrochloric acid). Product: COC1=C(C(=CC=2COCC3=C(C21)C=C2C(=C3)OCO2)OC)OC (5,7-Dihydro-1,2,3-trimethoxybenzo[d][1,3]dioxolo[4,5-h][2]benzoxepin). Yield: 65.0%. As a reaction SMILES: [OH:1][CH2:2][C:3]1[C:8]([C:9]2[C:10]([CH2:18]O)=[CH:11][C:12]3[O:16][CH2:15][O:14][C:13]=3[CH:17]=2)=[C:7]([O:20][CH3:21])[C:6]([O:22][CH3:23])=[C:5]([O:24][CH3:25])[CH:4]=1.O.C(OCC)(=O)C>C1COCC1.Cl>[CH3:21][O:20][C:7]1[C:8]2[C:9]3[CH:17]=[C:13]4[O:14][CH2:15][O:16][C:12]4=[CH:11][C:10]=3[CH2:18][O:1][CH2:2][C:3]=2[CH:4]=[C:5]([O:24][CH3:25])[C:6]=1[O:22][CH3:23]. Procedure: A solution of (6-(6-(hydroxymethyl)-2,3,4-trimethoxyphenyl)benzo[d][1,3]dioxol-5-yl)methanol (170 mg, 0.48 mmol) in THF (2 mL), 2M HCl (2 mL) and concentrated hydrochloric acid (1 mL) was stirred under reflux for 3 hours. Water (15 mL) and ethyl acetate (15 mL) were added to the reaction, the layers were separated and the aqueous layer was extracted with ethyl acetate (2×10 mL). The extracts were combined, dried over Na2SO4, filtered and concentrated in vacuo. Flash chromatography of the residue... Reactants: CN(C)N, Cc1ccccc1, Cc1ccccc1N=C=O. Product: Cc1ccccc1NC(=O)NN(C)C. RXN SMILES: [CH3:11][N:12]([CH3:13])[NH2:14].[CH3:15][c:16]1[cH:17][cH:18][cH:19][cH:20][cH:21]1.[c:1]1([CH3:10])[c:2]([N:7]=[C:8]=[O:9])[cH:3][cH:4][cH:5][cH:6]1>>[c:1]1([CH3:10])[c:2]([NH:7][C:8](=[O:9])[NH:14][N:12]([CH3:11])[CH3:13])[cH:3][cH:4][cH:5][cH:6]1. Starting materials: BrC(C(=O)OC)C1=CC=C(C=C1)OC1=CC=CC=C1 (Methyl α-bromo-α-[p-(phenoxy)phenyl]acetate), ClC1=CC=C(C=C1)S (4-chlorothiophenol). Solvent: CO (methanol). The product is ClC1=CC=C(C=C1)SC(C(=O)OC)C1=CC=C(C=C1)OC1=CC=CC=C1 (Methyl α-(p-chlorophenylthio)-α-[p-(phenoxy)phenyl]acetate). Reaction SMILES: Br[CH:2]([C:7]1[CH:12]=[CH:11][C:10]([O:13][C:14]2[CH:19]=[CH:18][CH:17]=[CH:16][CH:15]=2)=[CH:9][CH:8]=1)[C:3]([O:5][CH3:6])=[O:4].[Cl:20][C:21]1[CH:26]=[CH:25][C:24]([SH:27])=[CH:23][CH:22]=1>CO>[Cl:20][C:21]1[CH:26]=[CH:25][C:24]([S:27][CH:2]([C:7]2[CH:12]=[CH:11][C:10]([O:13][C:14]3[CH:19]=[CH:18][CH:17]=[CH:16][CH:15]=3)=[CH:9][CH:8]=2)[C:3]([O:5][CH3:6])=[O:4])=[CH:23][CH:22]=1. Procedure details: Methyl α-bromo-α-[p-(phenoxy)phenyl]acetate (6.42 g) is reacted with 3.61 g of 4-chlorothiophenol in methanol as in Example 16 to afford a yellow oil which solidifies on standing. Recrystallization from 50 ml of petroleum ether affords the product as white crystals, mp 66°-67.5° C.